Dataset: the Open Reaction Database (ORD), a public repository of structured organic reaction records. Task: describe an organic reaction: reactants, conditions, products, and yield The reactants are CS(C)=O, CCN(C(C)C)C(C)C, Nc1nc(Cl)ccc1[N+](=O)[O-], CC(C)(C)OC(=O)N1CCCC(N)C1. Product: CC(C)(C)OC(=O)N1CCCC(Nc2ccc([N+](=O)[O-])c(N)n2)C1. As a reaction SMILES: [CH3:35][S:36]([CH3:37])=[O:38].[CH:26]([N:27]([CH:28]([CH3:29])[CH3:30])[CH2:31][CH3:32])([CH3:33])[CH3:34].[NH2:15][c:16]1[n:17][c:18]([Cl:25])[cH:19][cH:20][c:21]1[N+:22](=[O:23])[O-:24].[NH2:1][CH:2]1[CH2:3][N:4]([C:8](=[O:9])[O:10][C:11]([CH3:12])([CH3:13])[CH3:14])[CH2:5][CH2:6][CH2:7]1>>[NH:1]([CH:2]1[CH2:3][N:4]([C:8](=[O:9])[O:10][C:11]([CH3:12])([CH3:13])[CH3:14])[CH2:5][CH2:6][CH2:7]1)[c:18]1[n:17][c:16]([NH2:15])[c:21]([N+:22](=[O:23])[O-:24])[cH:20][cH:19]1. As a reaction SMILES: [CH3:1][C:2]1=[C:7]([CH3:8])[C:6](=[O:9])[NH:5][C:3]1=[O:4].[CH3:22][N:23]([CH3:24])[CH:25]=[O:26].[Cl:11][CH2:12][CH2:13][CH2:14][Si:15]([O:16][CH3:17])([O:18][CH3:19])[O:20][CH3:21].[K:10]>>[CH3:1][C:2]1=[C:7]([CH3:8])[C:6](=[O:9])[N:5]([CH2:12][CH2:13][CH2:14][Si:15]([O:16][CH3:17])([O:18][CH3:19])[O:20][CH3:21])[C:3]1=[O:4]. The product is CO[Si](CCCN1C(=O)C(C)=C(C)C1=O)(OC)OC. The reactants are CC1=C(C)C(=O)NC1=O, CN(C)C=O, CO[Si](CCCCl)(OC)OC, [K]. RXN SMILES: [CH:1]1([CH2:4][N:5]2[C:10]([NH:11][NH2:12])=[CH:9][C:8](=[O:13])[N:7]([CH3:14])[C:6]2=[O:15])[CH2:3][CH2:2]1.[Cl:16][C:17]1[CH:18]=[C:19]2[C:24](=[CH:25][CH:26]=1)[N:23]=[CH:22][CH:21]=[C:20]2[CH:27]=O.[CH:29]([C:31]1[N:35]([CH3:36])[CH:34]=[C:33]([C:37]#[N:38])[CH:32]=1)=O>>[Cl:16][C:17]1[CH:18]=[C:19]2[C:24](=[CH:25][CH:26]=1)[N:23]=[CH:22][CH:21]=[C:20]2[CH2:27][N:12]1[C:29]([C:31]2[N:35]([CH3:36])[CH:34]=[C:33]([C:37]#[N:38])[CH:32]=2)=[C:9]2[C:10]([N:5]([CH2:4][CH:1]3[CH2:2][CH2:3]3)[C:6](=[O:15])[N:7]([CH3:14])[C:8]2=[O:13])=[N:11]1. Yields the product ClC=1C=C2C(=CC=NC2=CC1)CN1N=C2N(C(N(C(C2=C1C1=CC(=CN1C)C#N)=O)C)=O)CC1CC1 (5-[2-[(6-chloro-4-quinolinyl)methyl]-7-(cyclopropylmethyl)-4,5,6,7-tetrahydro-5-methyl-4,6-dioxo-2H-pyrazolo[3,4-d]pyrimidin-3-yl]-1-methyl-1H-pyrrole-3-carbonitrile). Procedure: This compound was made following the procedure described above, startng with 1-(cyclopropylmethyl)-6-hydrazino-3-methylpyrimidine-2,4(1H,3H)-dione synthesized according to the procedure used in example 1 for the corresponding isobutyl substituted compound, and condensing first with 6-chloroquinoline-4-carbaldehyde, followed by 5-formyl-1-methyl-1H-pyrrole-3-carbonitrile. Mass: 500.11 (M+H). Reactants: C1(CC1)CN1C(N(C(C=C1NN)=O)C)=O (1-(cyclopropylmethyl)-6-hydrazino-3-methylpyrimidine-2,4(1H,3H)-dione), C(=O)C1=CC(=CN1C)C#N (5-formyl-1-methyl-1H-pyrrole-3-carbonitrile), isobutyl, ClC=1C=C2C(=CC=NC2=CC1)C=O (6-chloroquinoline-4-carbaldehyde). Reactants: ClC1=NC=C(C(=C1)C(O)C1=C(C=CC=C1F)F)Cl ((2,5-dichloro-4-pyridyl)(2,6-difluorophenyl)methanol), ClC1=CC=C(C=C1)S(=O)[O-].[Na+] (sodium 4-chlorobenzenesulfinate), C([O-])(O)=O.[Na+] (sodium bicarbonate), S(=O)(Cl)Cl (thionyl chloride), S(=O)(Cl)Cl (thionyl chloride). Reagents/catalysts: CN(C=O)C (dimethylformamide). Solvent: CCCCCC (hexane), CN(C=O)C (dimethylformamide), C(C)(=O)OCC (ethyl acetate), ClCCl (dichloromethane). Reaction conditions: time 5 hour. Product: ClC1=NC=C(C(=C1)C(C1=C(C=CC=C1F)F)S(=O)(=O)C1=CC=C(C=C1)Cl)Cl (2,5-Dichloro-4-[(4-chlorophenylsulfonyl)(2,6-difluorophenyl)methyl]pyridine). The yield is 65.8%. Reaction SMILES: [Cl:1][C:2]1[CH:7]=[C:6]([CH:8]([C:10]2[C:15]([F:16])=[CH:14][CH:13]=[CH:12][C:11]=2[F:17])O)[C:5]([Cl:18])=[CH:4][N:3]=1.S(Cl)(Cl)=O.C(=O)(O)[O-].[Na+].[Cl:28][C:29]1[CH:34]=[CH:33][C:32]([S:35]([O-:37])=[O:36])=[CH:31][CH:30]=1.[Na+]>ClCCl.CN(C)C=O.C(OCC)(=O)C.CCCCCC>[Cl:1][C:2]1[CH:7]=[C:6]([CH:8]([S:35]([C:32]2[CH:33]=[CH:34][C:29]([Cl:28])=[CH:30][CH:31]=2)(=[O:37])=[O:36])[C:10]2[C:15]([F:16])=[CH:14][CH:13]=[CH:12][C:11]=2[F:17])[C:5]([Cl:18])=[CH:4][N:3]=1 |f:2.3,4.5|. Reported procedure: The (2,5-dichloro-4-pyridyl)(2,6-difluorophenyl)methanol (744 mg, 2.57 mmol) obtained in Referential Example 53 was suspended in dichloromethane (6 ml), followed by the addition of thionyl chloride (0.5 ml) and dimethylformamide (one drop). The resulting mixture was stirred at room temperature for 5 hours. To the reaction mixture was added thionyl chloride (1.0 ml) further. The resulting mixture was stirred at room temperature for 24 hours. The reaction mixture was concentrated. The residue thus... Reactants: CO, C[O-], O=CCc1ccccc1, C[N+](=O)[O-], [Na+]. Yields the product O=[N+]([O-])CC(O)Cc1ccccc1. RXN SMILES: [CH3:17][OH:18].[CH3:1][O-:2].[CH:8](=[O:9])[CH2:10][c:11]1[cH:12][cH:13][cH:14][cH:15][cH:16]1.[N+:4](=[O:5])([O-:6])[CH3:7].[Na+:3]>>[N+:4](=[O:5])([O-:6])[CH2:7][CH:8]([OH:9])[CH2:10][c:11]1[cH:12][cH:13][cH:14][cH:15][cH:16]1. Reactants: C(C1=CC=CC=C1)(=O)OC1=CC(=CC(=C1)C)OC(C1=CC=CC=C1)=O (5-methyl-benzene-1,3-diol dibenzoate), N(=NC(C#N)(C)C)C(C#N)(C)C (2,2'-azobisisobutyronitrile), BrN1C(CCC1=O)=O (N-bromosuccinimide). Yields the product C(C1=CC=CC=C1)(=O)OC1=CC(=CC(=C1)CBr)OC(C1=CC=CC=C1)=O (5-Bromomethyl-benzene-1,3-diol dibenzoate). As a reaction SMILES: [C:1]([O:9][C:10]1[CH:15]=[C:14]([CH3:16])[CH:13]=[C:12]([O:17][C:18](=[O:25])[C:19]2[CH:24]=[CH:23][CH:22]=[CH:21][CH:20]=2)[CH:11]=1)(=[O:8])[C:2]1[CH:7]=[CH:6][CH:5]=[CH:4][CH:3]=1.N(C(C)(C)C#N)=NC(C)(C)C#N.[Br:38]N1C(=O)CCC1=O>>[C:18]([O:17][C:12]1[CH:13]=[C:14]([CH2:16][Br:38])[CH:15]=[C:10]([O:9][C:1](=[O:8])[C:2]2[CH:3]=[CH:4][CH:5]=[CH:6][CH:7]=2)[CH:11]=1)(=[O:25])[C:19]1[CH:24]=[CH:23][CH:22]=[CH:21][CH:20]=1. Procedure details: The synthesis of this compound proceeded in the same fashion as in Example 11 using 24.93 g (0.075 mol) of 5-methyl-benzene-1,3-diol dibenzoate, a catalytic amount of 2,2'-azobisisobutyronitrile and 13.35 g (0.075 mol) of N-bromosuccinimide. Recrystallization of the crude material from ethyl acetate gave a product (m.p. 123°-126° C.) which was used directly in the next step.